Dataset: the Open Reaction Database (ORD), a public repository of structured organic reaction records. Task: describe an organic reaction: reactants, conditions, products, and yield Reactants: CC#N, [Cl-], [Cl-], [Zn+2], Cc1ccc(S(=O)(=O)Cl)cc1, c1ccsc1. Product: Cc1ccc(S(=O)(=O)c2cccs2)cc1. Reaction SMILES: [CH3:17][C:18]#[N:19].[Cl-:20].[Cl-:22].[Zn+2:21].[c:1]1([CH3:11])[cH:2][cH:3][c:4]([S:7](=[O:8])(=[O:9])[Cl:10])[cH:5][cH:6]1.[cH:12]1[cH:13][cH:14][s:15][cH:16]1>>[c:1]1([CH3:11])[cH:2][cH:3][c:4]([S:7](=[O:8])(=[O:9])[c:14]2[cH:13][cH:12][cH:16][s:15]2)[cH:5][cH:6]1. Reactants: COP1Oc2ccccc2-c2ccccc21, COc1cc(C(=O)Cl)cc(OC)c1OC, Cc1ccccc1. The product is COc1cc(C(=O)P2(=O)Oc3ccccc3-c3ccccc32)cc(OC)c1OC. RXN SMILES: [CH3:16][O:17][P:18]1[O:19][c:20]2[c:21]([cH:28][cH:29][cH:30][cH:31]2)-[c:22]2[c:23]1[cH:24][cH:25][cH:26][cH:27]2.[CH3:1][O:2][c:3]1[cH:4][c:5]([C:6](=[O:7])[Cl:8])[cH:9][c:10]([O:14][CH3:15])[c:11]1[O:12][CH3:13].[CH3:32][c:33]1[cH:34][cH:35][cH:36][cH:37][cH:38]1>>[CH3:1][O:2][c:3]1[cH:4][c:5]([C:6](=[O:7])[P:18]2(=[O:17])[O:19][c:20]3[c:21]([cH:28][cH:29][cH:30][cH:31]3)-[c:22]3[c:23]2[cH:24][cH:25][cH:26][cH:27]3)[cH:9][c:10]([O:14][CH3:15])[c:11]1[O:12][CH3:13]. Conditions: temperature 0 celsius, time 1 hour. Reaction SMILES: [CH2:1]([N:8]([CH2:24][C:25]1[CH:30]=[CH:29][CH:28]=[CH:27][CH:26]=1)[CH2:9][CH2:10][CH:11]1[CH2:16][CH2:15][N:14](C(OC(C)(C)C)=O)[CH2:13][CH2:12]1)[C:2]1[CH:7]=[CH:6][CH:5]=[CH:4][CH:3]=1.C(O)(C(F)(F)F)=O>ClCCl>[CH2:24]([N:8]([CH2:1][C:2]1[CH:7]=[CH:6][CH:5]=[CH:4][CH:3]=1)[CH2:9][CH2:10][CH:11]1[CH2:12][CH2:13][NH:14][CH2:15][CH2:16]1)[C:25]1[CH:26]=[CH:27][CH:28]=[CH:29][CH:30]=1. Yields the product C(C1=CC=CC=C1)N(CCC1CCNCC1)CC1=CC=CC=C1 (N,N-Dibenzyl-2-(piperidin-4-yl)ethanamine). Run in ClCCl (dichloromethane). Reported procedure: tert-Butyl 4-(2-(dibenzylamino)ethyl)piperidine-1-carboxylate (5.0 g, 12.25 mmol, 1 eq) was dissolved in dichloromethane (100 ml) and cooled to 0° C. TFA (25 ml) was added dropwise at that temperature and then stirring was carried out for 1 h at RT. After monitoring by thin-layer chromatography, the reaction mixture was concentrated under reduced pressure. The crude product was used in the next stage without being purified further. The reactants are C(C1=CC=CC=C1)N(CCC1CCN(CC1)C(=O)OC(C)(C)C)CC1=CC=CC=C1 (tert-Butyl 4-(2-(dibenzylamino)ethyl)piperidine-1-carboxylate), C(=O)(C(F)(F)F)O (TFA).